Dataset: the Open Reaction Database (ORD), a public repository of structured organic reaction records. Task: describe an organic reaction: reactants, conditions, products, and yield Starting materials: CCN(C(C)C)C(C)C, N#Cc1c(Cl)nc(NCc2cccnc2)nc1NCCO, Fc1ccc(C2CCNCC2)cc1, C1COCCO1. Product: N#Cc1c(NCCO)nc(NCc2cccnc2)nc1N1CCC(c2ccc(F)cc2)CC1. As a reaction SMILES: [CH2:35]([N:36]([CH:37]([CH3:38])[CH3:39])[CH:40]([CH3:41])[CH3:42])[CH3:43].[Cl:1][c:2]1[n:3][c:4]([NH:14][CH2:15][c:16]2[cH:17][n:18][cH:19][cH:20][cH:21]2)[n:5][c:6]([NH:10][CH2:11][CH2:12][OH:13])[c:7]1[C:8]#[N:9].[F:22][c:23]1[cH:24][cH:25][c:26]([CH:29]2[CH2:30][CH2:31][NH:32][CH2:33][CH2:34]2)[cH:27][cH:28]1.[O:44]1[CH2:45][CH2:46][O:47][CH2:48][CH2:49]1>>[c:2]1([N:32]2[CH2:31][CH2:30][CH:29]([c:26]3[cH:25][cH:24][c:23]([F:22])[cH:28][cH:27]3)[CH2:34][CH2:33]2)[n:3][c:4]([NH:14][CH2:15][c:16]2[cH:17][n:18][cH:19][cH:20][cH:21]2)[n:5][c:6]([NH:10][CH2:11][CH2:12][OH:13])[c:7]1[C:8]#[N:9].